This data is from the Open Reaction Database (ORD), a public repository of structured organic reaction records. The task is: describe an organic reaction: reactants, conditions, products, and yield Starting materials: [O-2].[Zn+2] (zinc oxide), [Sn]=O (tin oxide), [O-2].[Yb+3].[O-2].[O-2].[Yb+3] (ytterbium oxide). The product is [O-2].[Zn+2].[Sn]=O.[O-2].[Yb+3].[O-2].[O-2].[Yb+3] (zinc oxide tin oxide ytterbium oxide). Reaction SMILES: [O-2:1].[Zn+2:2].[Sn:3]=O.[O-2].[Yb+3:6].[O-2].[O-2].[Yb+3]>>[O-2:1].[Zn+2:2].[Sn:3]=[O:1].[O-2:1].[Yb+3:6].[O-2:1].[O-2:1].[Yb+3:6] |f:0.1,3.4.5.6.7,8.9.10.11.12.13.14.15|. Procedure details: Except that a target containing zinc oxide, tin oxide and ytterbium oxide (molar ratio of Zn:Sn:Yb=20:76:4) was used, zinc oxide-tin oxide-ytterbium oxide (ZTYbO) thin films were formed in the same manner as in Example 1-1 and Comparative 1-1. Starting materials: [N+](=O)([O-])C=1C=C(C=O)C=CC1 (3-nitrobenzaldehyde), [N+](=O)([O-])CC (nitroethane), C(C)(=O)[O-].[NH4+] (ammonium acetate), CCCCCC.C(C)(=O)OCC (hexane ethyl acetate). The solvent is C(C)(=O)O (acetic acid). Product: NC(C)CC1=CC=CC=C1 (Amphetamine). Yield: 24.6%. RXN SMILES: [N+]([C:4]1[CH:5]=[C:6]([CH:9]=[CH:10][CH:11]=1)[CH:7]=O)([O-])=O.[N+:12]([CH2:15][CH3:16])([O-])=O.C([O-])(=O)C.[NH4+].CCCCCC.C(OCC)(=O)C>C(O)(=O)C>[NH2:12][CH:15]([CH2:7][C:6]1[CH:9]=[CH:10][CH:11]=[CH:4][CH:5]=1)[CH3:16] |f:2.3,4.5|. Procedure: A mixture of 7.56 g (50 mmol) of 3-nitrobenzaldehyde, 11.25 g (150 mmol) of nitroethane and 4.24 g (55 mmol) of ammonium acetate was heated in 2 mL of acetic acid in a 110° C. oil bath for 2 1/2 hours. Subsequent examination of the mixture by preparative thin layer chromatography with hexane/ethyl acetate showed almost no starting material remaining. Volatile materials were removed with a rotary evaporator, and the residue was partitioned between dichloromethane and water, with washing of the or... Reaction SMILES: [CH3:34][OH:35].[Cl-:32].[Cl:1][CH2:2][S:3](=[O:4])(=[O:5])[NH:6][c:7]1[cH:8][c:9]2[c:10]([cH:27][c:28]1[OH:29])[CH:11]([NH:18][CH2:19][CH2:20][c:21]1[cH:22][cH:23][cH:24][cH:25][cH:26]1)[CH:12]([OH:17])[C:13]([CH3:15])([CH3:16])[O:14]2.[NH4+:33].[Na+:31].[OH-:30]>>[CH2:2]1[S:3](=[O:4])(=[O:5])[NH:6][c:7]2[cH:8][c:9]3[c:10]([cH:27][c:28]2[O:29]1)[CH:11]([NH:18][CH2:19][CH2:20][c:21]1[cH:22][cH:23][cH:24][cH:25][cH:26]1)[CH:12]([OH:17])[C:13]([CH3:15])([CH3:16])[O:14]3. The reactants are CO, [Cl-], CC1(C)Oc2cc(NS(=O)(=O)CCl)c(O)cc2C(NCCc2ccccc2)C1O, [NH4+], [Na+], [OH-]. The product is CC1(C)Oc2cc3c(cc2C(NCCc2ccccc2)C1O)OCS(=O)(=O)N3. Reactants: CO (methanol), N(C(=O)C)C=1C=CC(=C(C(=O)C2=C(C=CC=C2)Cl)C1)N (5-acetamino-2-amino-2'-chlorobenzophenone), [BH4-].[Na+] (sodium borohydride). The solvent is C(C)O (ethanol), O (water). The product is N(C(=O)C)C=1C=CC(=C(C(C2=C(C=CC=C2)Cl)O)C1)N (5-acetamino-2-amino-2'-chlorobenzhydrol). RXN SMILES: [NH:1]([C:5]1[CH:6]=[CH:7][C:8]([NH2:20])=[C:9]([CH:19]=1)[C:10]([C:12]1[CH:17]=[CH:16][CH:15]=[CH:14][C:13]=1[Cl:18])=[O:11])[C:2]([CH3:4])=[O:3].[BH4-].[Na+].CO>C(O)C.O>[NH:1]([C:5]1[CH:6]=[CH:7][C:8]([NH2:20])=[C:9]([CH:19]=1)[CH:10]([OH:11])[C:12]1[CH:17]=[CH:16][CH:15]=[CH:14][C:13]=1[Cl:18])[C:2]([CH3:4])=[O:3] |f:1.2|. Procedure: A solution of 108.92 g of 5-acetamino-2-amino-2'-chlorobenzophenone in 1.4 l of ethanol is treated dropwise at room temperature with a solution of 15.9 g of sodium borohydride in 100 ml of water. The solution obtained is then heated to boiling under reflux until decolourization occurs and subsequently, after the addition of 300 ml of methanol, heated for a further 15 minutes. The organic solvents are distilled off in vacuo and the residue is suspended in 0.5 l of water. The crystals obtained are... Starting materials: ClCCC(=O)NC1=CC(=C(C=C1)NC(=O)NC1=NC=CN=C1)OC (3-chloro-N-[3-methoxy-4-(3-pyrazin-2-yl-ureido)phenyl]-propionamide), ClCCC(=O)NC1=CC(=C(C=C1)NC(=O)NC1=NC=CN=C1)OC (3-chloro-N-[3-methoxy-4-(3-pyrazin-2-yl-ureido)phenyl]-propionamide), C1(CCCC1)N (cyclopentylamine). Reaction conditions: temperature 80 celsius. Product: C1(CCCC1)NCCC(=O)NC1=CC(=C(C=C1)NC(=O)NC1=NC=CN=C1)OC (3-cyclopentylamino-N-[3-methoxy-4-(3-pyrazin-2-yl-ureido)phenyl]-propionamide). As a reaction SMILES: Cl[CH2:2][CH2:3][C:4]([NH:6][C:7]1[CH:12]=[CH:11][C:10]([NH:13][C:14]([NH:16][C:17]2[CH:22]=[N:21][CH:20]=[CH:19][N:18]=2)=[O:15])=[C:9]([O:23][CH3:24])[CH:8]=1)=[O:5].[CH:25]1([NH2:30])[CH2:29][CH2:28][CH2:27][CH2:26]1>>[CH:25]1([NH:30][CH2:2][CH2:3][C:4]([NH:6][C:7]2[CH:12]=[CH:11][C:10]([NH:13][C:14]([NH:16][C:17]3[CH:22]=[N:21][CH:20]=[CH:19][N:18]=3)=[O:15])=[C:9]([O:23][CH3:24])[CH:8]=2)=[O:5])[CH2:29][CH2:28][CH2:27][CH2:26]1. Reported procedure: A mixture of 3-chloro-N-[3-methoxy-4-(3-pyrazin-2-yl-ureido)phenyl]-propionamide (Compound 8, Example 12) and cyclopentylamine (0.5 mL, large excess) was warmed at 80° C. for 1 h and cooled to room temperature. The product was precipitated from ether (10 mL), collected by filtration, washed with ether, and dried in vacuo (24 mg, 60%). 1H NMR (300 Mhz, d6-DMSO) δ: 10.14 (s, 1H), 10.03 (s, 1H), 9.93 (s, 1H), 8.87 (d, J=1.1 Hz, 1H), 8.31 (dd, J=2.6, 1.5 Hz. 1H), 8.23 (d, J=2.7 Hz, 1H), 8.03 (d, J=8... The reactants are BrC=1C=C2C=NN=C(C2=CC1)O (6-bromophthalazin-1-ol), FC1=CC=C(C=C1)N (4-fluorobenzenamine), C(Cl)Cl (CH2Cl2), C[Si](C)(C)[N-][Si](C)(C)C.[Li+] (lithium bis(trimethylsilyl)amide). The reagents and catalysts are C1=CC=C(C=C1)P([C-]2C=CC=C2)C3=CC=CC=C3.C1=CC=C(C=C1)P([C-]2C=CC=C2)C3=CC=CC=C3.Cl[Pd]Cl.[Fe+2] (Pd(dppf)Cl2). The solvent is CC1OCCC1 (2-methyltetrahydrofuran), CO (MeOH). Yields the product FC1=CC=C(C=C1)NC=1C=C2C=NN=C(C2=CC1)O (6-(4-Fluorophenylamino)phthalazin-1-ol). Reaction SMILES: Br[C:2]1[CH:3]=[C:4]2[C:9](=[CH:10][CH:11]=1)[C:8]([OH:12])=[N:7][N:6]=[CH:5]2.[F:13][C:14]1[CH:19]=[CH:18][C:17]([NH2:20])=[CH:16][CH:15]=1.C(Cl)Cl.C[Si]([N-][Si](C)(C)C)(C)C.[Li+]>CC1CCCO1.CO.C1C=CC(P(C2C=CC=CC=2)[C-]2C=CC=C2)=CC=1.C1C=CC(P(C2C=CC=CC=2)[C-]2C=CC=C2)=CC=1.Cl[Pd]Cl.[Fe+2]>[F:13][C:14]1[CH:19]=[CH:18][C:17]([NH:20][C:2]2[CH:3]=[C:4]3[C:9](=[CH:10][CH:11]=2)[C:8]([OH:12])=[N:7][N:6]=[CH:5]3)=[CH:16][CH:15]=1 |f:3.4,7.8.9.10|. Procedure: A mixture of 6-bromophthalazin-1-ol (1.00 g, 4.44 mmol), 4-fluorobenzenamine (0.642 g, 5.78 mmol), Pd(dppf)Cl2.CH2Cl2 (0.130 g, 0.178 mmol), and lithium bis(trimethylsilyl)amide (2.23 g, 13.3 mmol) in 2-methyltetrahydrofuran (10 mL) was heated at 95° C. in an oil bath for 24 h in a sealed tube. The mixture was cooled to RT, diluted with MeOH and filtered through a pad of Celite. The filtrate was concentrated over silica gel. The residue was purified using column chromatography (0-4% MeOH in CH2C... Reactants: COC=1C=C(CN2C(C(CC2)(C2=CC=CC=C2)CCOS(=O)(=O)C)=O)C=C(C1OC)OC (1-(3,4,5-trimethoxybenzyl)-3-(2-methanesulfonyloxyethyl)-3-phenyl-2-oxopyrrolidine), C(C)OCCN1C(=NC2=C1C=CC=C2)N2CCNCCC2 (4-(1-(2-ethoxyethyl)-1H-benzimidazol-2-yl)[1,4]diazepane). The product is COC=1C=C(CN2C(C(CC2)(C2=CC=CC=C2)CCN2CCN(CCC2)C2=NC3=C(N2CCOCC)C=CC=C3)=O)C=C(C1OC)OC (1-(3,4,5-Trimethoxybenzyl)-3-(2-(4-(1-(2-ethoxyethyl)-1H-benzimidazol-2-yl)[1,4]diazepan-1-yl)ethyl)-3-phenyl-2-oxopyrrolidine). As a reaction SMILES: [CH3:1][O:2][C:3]1[CH:4]=[C:5]([CH:26]=[C:27]([O:31][CH3:32])[C:28]=1[O:29][CH3:30])[CH2:6][N:7]1[CH2:11][CH2:10][C:9]([CH2:18][CH2:19]OS(C)(=O)=O)([C:12]2[CH:17]=[CH:16][CH:15]=[CH:14][CH:13]=2)[C:8]1=[O:25].[CH2:33]([O:35][CH2:36][CH2:37][N:38]1[C:42]2[CH:43]=[CH:44][CH:45]=[CH:46][C:41]=2[N:40]=[C:39]1[N:47]1[CH2:53][CH2:52][CH2:51][NH:50][CH2:49][CH2:48]1)[CH3:34]>>[CH3:1][O:2][C:3]1[CH:4]=[C:5]([CH:26]=[C:27]([O:31][CH3:32])[C:28]=1[O:29][CH3:30])[CH2:6][N:7]1[CH2:11][CH2:10][C:9]([CH2:18][CH2:19][N:50]2[CH2:51][CH2:52][CH2:53][N:47]([C:39]3[N:38]([CH2:37][CH2:36][O:35][CH2:33][CH3:34])[C:42]4[CH:43]=[CH:44][CH:45]=[CH:46][C:41]=4[N:40]=3)[CH2:48][CH2:49]2)([C:12]2[CH:17]=[CH:16][CH:15]=[CH:14][CH:13]=2)[C:8]1=[O:25]. Procedure: Prepare by the method of Example 1.6 using 1-(3,4,5-trimethoxybenzyl)-3-(2-methanesulfonyloxyethyl)-3-phenyl-2-oxopyrrolidine and 4-(1-(2-ethoxyethyl)-1H-benzimidazol-2-yl)[1,4]diazepane to give the title compound.